Dataset: the Open Reaction Database (ORD), a public repository of structured organic reaction records. Task: describe an organic reaction: reactants, conditions, products, and yield Starting materials: 171g, C(C1CO1)N1C(OCC1)C(C)C (3-glycidyl-2-isopropyloxazolidine), [N-]=[N+]=[N-].[Na+] (sodium azide). Run in O1CCOCC1 (dioxane). Run at temperature 80 celsius. Product: N(=[N+]=[N-])CC(CN1C(OCC1)C(C)C)O (3-(3-azido-2-hydroxypropyl)-2-isopropyl-1,3-oxazolidine). RXN SMILES: [CH2:1]([N:5]1[CH2:9][CH2:8][O:7][CH:6]1[CH:10]([CH3:12])[CH3:11])[CH:2]1[O:4][CH2:3]1.[N-:13]=[N+:14]=[N-:15].[Na+]>O1CCOCC1>[N:13]([CH2:3][CH:2]([OH:4])[CH2:1][N:5]1[CH2:9][CH2:8][O:7][CH:6]1[CH:10]([CH3:12])[CH3:11])=[N+:14]=[N-:15] |f:1.2|. Procedure: Into a 500 ml., three-neck flask equipped with a mechanical stirrer, thermometer attached to a thermowatch, temperature controller and a condenser with a drying tube, is charged 171g. (1 mole) of 3-glycidyl-2-isopropyloxazolidine, 71.5g (1.1 mole) sodium azide and 250 cc of dioxane. The mixture is stirred and heated at 80°C for 6-8 hours and the solvent is then removed in vacuo to afford 3-(3-azido-2-hydroxypropyl)-2-isopropyl-1,3-oxazolidine. Reactants: BrC(C)C1=CC=CC=C1 (1-bromoethylbenzene), 3a, O.NN (hydrazine hydrate), 3b. The solvent is C1CCOC1 (THF). The product is C1(=CC=CC=C1)C(C)NN ((1-phenyl-ethyl)-hydrazine), 3c. As a reaction SMILES: Br[CH:2]([C:4]1[CH:9]=[CH:8][CH:7]=[CH:6][CH:5]=1)[CH3:3].O.[NH2:11][NH2:12]>C1COCC1>[C:4]1([CH:2]([NH:11][NH2:12])[CH3:3])[CH:9]=[CH:8][CH:7]=[CH:6][CH:5]=1 |f:1.2|. Reported procedure: 1-bromoethylbenzene Compound 3a (8.0 mL, 58.0 mMol) was added to a solution of hydrazine hydrate Compound 3b (20 mL) in THF (80 mL) which was then heated to reflux for 8 hrs. The solvent was removed in vacito and Et2O (100 mL) was added. The organic layer was washed with brine, separated and dried over Na2SO4. The solvent was removed in vacuo to yield (1-phenyl-ethyl)-hydrazine Compound 3c as a pale yellow oil (5.8 g), used in the next step without purification. MS m/z 137 (M+H, 70%), 105 (M-NHN... The reactants are C([O-])([O-])=O.[Na+].[Na+] (sodium carbonate), O[C@@H]([C@@H](OC1=CC=C(C=C1)B(O)O)C)CCC=1C=NC=CC1 ((1S,2R)-4-(2-hydroxy-1-methyl-4-pyridin-3-ylbutoxy)benzeneboronic acid), IC=1C(=NC=CC1)OC (3-iodo-2-methoxypyridine). The reagents and catalysts are C=1C=CC(=CC1)[P](C=2C=CC=CC2)(C=3C=CC=CC3)[Pd]([P](C=4C=CC=CC4)(C=5C=CC=CC5)C=6C=CC=CC6)([P](C=7C=CC=CC7)(C=8C=CC=CC8)C=9C=CC=CC9)[P](C=1C=CC=CC1)(C=1C=CC=CC1)C=1C=CC=CC1 (tetrakis(triphenylphosphine)palladium(0)). The solvent is C(C)O (ethanol). Product: COC1=NC=CC=C1C1=CC=C(O[C@H]([C@@H](CCC=2C=NC=CC2)O)C)C=C1 ((3R,4S)-4-[4-(2-Methoxypyridin-3-yl)phenoxy]-1-pyridin-3-yl-pentan-3-ol). Reaction SMILES: C(=O)([O-])[O-].[Na+].[Na+].[OH:7][C@H:8]([CH2:21][CH2:22][C:23]1[CH:24]=[N:25][CH:26]=[CH:27][CH:28]=1)[C@H:9]([CH3:20])[O:10][C:11]1[CH:16]=[CH:15][C:14](B(O)O)=[CH:13][CH:12]=1.I[C:30]1[C:31]([O:36][CH3:37])=[N:32][CH:33]=[CH:34][CH:35]=1>C(O)C.C1C=CC([P]([Pd]([P](C2C=CC=CC=2)(C2C=CC=CC=2)C2C=CC=CC=2)([P](C2C=CC=CC=2)(C2C=CC=CC=2)C2C=CC=CC=2)[P](C2C=CC=CC=2)(C2C=CC=CC=2)C2C=CC=CC=2)(C2C=CC=CC=2)C2C=CC=CC=2)=CC=1>[CH3:37][O:36][C:31]1[C:30]([C:14]2[CH:15]=[CH:16][C:11]([O:10][C@@H:9]([CH3:20])[C@H:8]([OH:7])[CH2:21][CH2:22][C:23]3[CH:24]=[N:25][CH:26]=[CH:27][CH:28]=3)=[CH:12][CH:13]=2)=[CH:35][CH:34]=[CH:33][N:32]=1 |f:0.1.2,^1:44,46,65,84|. Reported procedure: Prepared according to the method described in Example 21b) from 2M aqueous sodium carbonate (2.0 ml), (1S,2R)-4-(2-hydroxy-1-methyl-4-pyridin-3-ylbutoxy)benzeneboronic acid (Example 21a), 0.508 g), 3-iodo-2-methoxypyridine (0.730 g, J. Org. Chem., 1988 53(12), 2740), and tetrakis(triphenylphosphine)palladium(0) (0.216 g) in ethanol (10 ml). The mixture was heated at reflux for 6 hours. After cooling to room temperature the mixture was concentrated under reduced pressure. The residue was purified... The reactants are N([C@@H](CCC(O)=O)C(=O)OC(C)(C)C)C(=O)OCC1=CC=CC=C1 (Cbz-Glu-OtBu), N([C@@H](CCC(O)=O)C(=O)OC(C)(C)C)C(=O)OC(C)(C)C (t-Boc-Glu-OtBu), alcohol, methyl ester, [Li+].[BH4-] (LiBH4). Yields the product C(C)(C)(C)OC(CCC(NC(=O)OC(C)(C)C)CO)=O (4-Hydroxymethyl-4-(t-butoxycarbonyl)aminobutanoic acid-t-butyl ester). As a reaction SMILES: N(C(OCC1C=CC=CC=1)=O)[C@H](C(O[C:11]([CH3:14])([CH3:13])[CH3:12])=O)CCC(=O)O.[Li+].[BH4-].[NH:27]([C:41]([O:43][C:44]([CH3:47])([CH3:46])[CH3:45])=[O:42])[C@H:28]([C:34]([O:36]C(C)(C)C)=O)[CH2:29][CH2:30][C:31](=[O:33])[OH:32]>>[C:11]([O:32][C:31](=[O:33])[CH2:30][CH2:29][CH:28]([CH2:34][OH:36])[NH:27][C:41]([O:43][C:44]([CH3:45])([CH3:46])[CH3:47])=[O:42])([CH3:14])([CH3:13])[CH3:12] |f:1.2|. Reported procedure: Cbz-Glu-OtBu 51 is converted to 52 via the methyl ester followed by LiBH4 reduction according to the procedure of Y. Hamada, M. Shibata, T. Sugiura, S. Kato and T. Shioiri, J. Org. Chem.52:1242, 1987 used for the conversion of t-Boc-Glu-OtBu to the corresponding alcohol. The reactants are Cl (hydrochloric acid), COC(C(C)OC1=C2C=CNC2=CC=C1)=O (2-methylindol-4-yloxyacetic acid methyl ester), O1CCOCC1 (dioxane), aqueous solution, [OH-].[Na+] (sodium hydroxide). Run in CO (methanol). Conditions: time 1 hour. Product: CC(C(=O)O)OC1=C2C=CNC2=CC=C1 (2-Methylindol-4-yloxyacetic acid). Isolated yield 69.2%. RXN SMILES: C[O:2][C:3](=[O:16])[CH:4]([O:6][C:7]1[CH:15]=[CH:14][CH:13]=[C:12]2[C:8]=1[CH:9]=[CH:10][NH:11]2)[CH3:5].O1CCOCC1.[OH-].[Na+].Cl>CO>[CH3:5][CH:4]([O:6][C:7]1[CH:15]=[CH:14][CH:13]=[C:12]2[C:8]=1[CH:9]=[CH:10][NH:11]2)[C:3]([OH:16])=[O:2] |f:2.3|. Procedure details: To a solution of 2-methylindol-4-yloxyacetic acid methyl ester (5.4 g) in methanol (18 ml)—dioxane (36 ml) was added 5N aqueous solution of sodium hydroxide (15 ml), and the mixture was stirred at room temperature for 1 hour. To the reaction solution was added 2N hydrochloric acid to give the title compound (3.5 g) having the following physical data. Starting materials: BrC=1C=CC(=C(C#N)C1)C(=O)N1CCN(CC1)C1=NC=C(C=C1C)C1CC1 (5-bromo-2-[4-(5-cyclopropyl-3-methylpyridin-2-yl)piperazine-1-carbonyl]benzonitrile), O=C1OC[C@H](N1)COC(C1=CC=CC=C1)=O (benzoic acid (R)-2-oxooxazolidin-4-ylmethyl ester). Yields the product C(C1=CC=CC=C1)(=O)OC[C@H]1N(C(OC1)=O)C1=CC(=C(C=C1)C(=O)N1CCN(CC1)C1=NC=C(C=C1C)C1CC1)C#N ((R)-4-benzoyloxymethyl-3-{3-cyano-4-[4-(5-cyclopropyl-3-methylpyridin-2-yl)piperazine-1-carbonyl]phenyl}oxazolidin-2-one). Yield: 74.2%. As a reaction SMILES: Br[C:2]1[CH:3]=[CH:4][C:5]([C:10]([N:12]2[CH2:17][CH2:16][N:15]([C:18]3[C:23]([CH3:24])=[CH:22][C:21]([CH:25]4[CH2:27][CH2:26]4)=[CH:20][N:19]=3)[CH2:14][CH2:13]2)=[O:11])=[C:6]([CH:9]=1)[C:7]#[N:8].[O:28]=[C:29]1[NH:33][C@H:32]([CH2:34][O:35][C:36](=[O:43])[C:37]2[CH:42]=[CH:41][CH:40]=[CH:39][CH:38]=2)[CH2:31][O:30]1>>[C:36]([O:35][CH2:34][C@@H:32]1[CH2:31][O:30][C:29](=[O:28])[N:33]1[C:2]1[CH:3]=[CH:4][C:5]([C:10]([N:12]2[CH2:17][CH2:16][N:15]([C:18]3[C:23]([CH3:24])=[CH:22][C:21]([CH:25]4[CH2:27][CH2:26]4)=[CH:20][N:19]=3)[CH2:14][CH2:13]2)=[O:11])=[C:6]([C:7]#[N:8])[CH:9]=1)(=[O:43])[C:37]1[CH:38]=[CH:39][CH:40]=[CH:41][CH:42]=1. Procedure: By reaction and treatment in the same manner as in Preparation Example 91 and using 5-bromo-2-[4-(5-cyclopropyl-3-methylpyridin-2-yl)piperazine-1-carbonyl]benzonitrile (1.58 g) described in Preparation Example 194 and benzoic acid (R)-2-oxooxazolidin-4-ylmethyl ester (906 mg), the title compound (1.56 g) was obtained. Reactants: O=C1CCC(N2C(=O)c3cccc(OCc4ccc(CBr)cc4)c3C2=O)C(=O)N1, CCN(C(C)C)C(C)C, ClCCl, Fc1ccc(N2CCNCC2)cc1, O. The product is O=C1CCC(N2C(=O)c3cccc(OCc4ccc(CN5CCN(c6ccc(F)cc6)CC5)cc4)c3C2=O)C(=O)N1. As a reaction SMILES: [Br:1][CH2:2][c:3]1[cH:4][cH:5][c:6]([CH2:7][O:8][c:9]2[c:10]3[c:14]([cH:15][cH:16][cH:17]2)[C:13](=[O:18])[N:12]([CH:19]2[C:20](=[O:26])[NH:21][C:22](=[O:25])[CH2:23][CH2:24]2)[C:11]3=[O:27])[cH:28][cH:29]1.[CH2:43]([N:44]([CH:45]([CH3:46])[CH3:47])[CH:48]([CH3:49])[CH3:50])[CH3:51].[Cl:52][CH2:53][Cl:54].[F:30][c:31]1[cH:32][cH:33][c:34]([N:37]2[CH2:38][CH2:39][NH:40][CH2:41][CH2:42]2)[cH:35][cH:36]1.[OH2:55]>>[CH2:2]([c:3]1[cH:4][cH:5][c:6]([CH2:7][O:8][c:9]2[c:10]3[c:14]([cH:15][cH:16][cH:17]2)[C:13](=[O:18])[N:12]([CH:19]2[C:20](=[O:26])[NH:21][C:22](=[O:25])[CH2:23][CH2:24]2)[C:11]3=[O:27])[cH:28][cH:29]1)[N:40]1[CH2:39][CH2:38][N:37]([c:34]2[cH:33][cH:32][c:31]([F:30])[cH:36][cH:35]2)[CH2:42][CH2:41]1. The reactants are OCCC=1C(=C(C=CC1OC)C1=CC=CC=C1)NC(C(C)(C)C)=O (N-[3-(2-hydroxyethyl)-4-methoxy-[1,1'-biphenyl]-2-yl]-2,2-dimethylpropanamide), Br (HBr). The solvent is O (H2O). Reaction conditions: temperature 95 celsius, time 12 hour. Yields the product C1(=CC=CC=C1)C1=CC=C2C(CCO2)=C1N (2,3-dihydro-5-phenyl-4-benzofuranamine). Yield: 28.9%. RXN SMILES: OC[CH2:3][C:4]1[C:5]([NH:18]C(=O)C(C)(C)C)=[C:6]([C:12]2[CH:17]=[CH:16][CH:15]=[CH:14][CH:13]=2)[CH:7]=[CH:8][C:9]=1[O:10][CH3:11].Br>O>[C:12]1([C:6]2[C:5]([NH2:18])=[C:4]3[CH2:3][CH2:11][O:10][C:9]3=[CH:8][CH:7]=2)[CH:17]=[CH:16][CH:15]=[CH:14][CH:13]=1. Reported procedure: A pressure bottle was charged with N-[3-(2-hydroxyethyl)-4-methoxy-[1,1'-biphenyl]-2-yl]-2,2-dimethylpropanamide (10.77 g, 32.9 mmol), 48% HBr solution (200 mL), flushed with nitrogen, capped, and stirred at 95° C. for 12 h. The suspension was cooled to room temperature and poured over 200 g of ice/water. The aqueous phase was washed with Et2O (2×100 mL) and concentrated in vacuo to give a tan solid. The solid was redigested with H2O (200 mL), concentrated in vacuo, and dried (0.5 mm, 18 h). The... Starting materials: COC=1C=C(C#N)C=CN1 (2-methoxyisonicotinonitrile), N (NH3). Reagents/catalysts: [Ni] (Raney-Nickel). Solvent: CO (methanol). Reaction conditions: time 12 hour. The product is COC1=NC=CC(=C1)CN ((2-methoxypyridin-4-yl)methanamine). Reaction SMILES: [CH3:1][O:2][C:3]1[CH:4]=[C:5]([CH:8]=[CH:9][N:10]=1)[C:6]#[N:7].N>CO.[Ni]>[CH3:1][O:2][C:3]1[CH:4]=[C:5]([CH2:6][NH2:7])[CH:8]=[CH:9][N:10]=1. Reported procedure: To the solution of 2-methoxyisonicotinonitrile 56-1 (1.1 g, 8.2 mmol) in methanol with 7 N NH3 was added Raney-Nickel (1.0 g). The reaction was shaken under H2 at 50 psi at room temperature in Parr shaker for 12 hours. The Raney-Nickel was removed by rotary evaporation and the filtrate was taken to dryness by rotary evaporation to give crude (2-methoxypyridin-4-yl)methanamine 56-2. MS m/z 139.2 (M+1).